Dataset: the Open Reaction Database (ORD), a public repository of structured organic reaction records. Task: describe an organic reaction: reactants, conditions, products, and yield The reactants are COC(=O)c1ccc(-c2nc3nccc(-c4ccc(OC(F)F)c(OCC5CC5)c4)n3n2)cn1, CO, Cl, [Li+], [OH-]. Yields the product O=C(O)c1ccc(-c2nc3nccc(-c4ccc(OC(F)F)c(OCC5CC5)c4)n3n2)cn1. RXN SMILES: [CH3:1][O:2][C:3](=[O:4])[c:5]1[n:6][cH:7][c:8](-[c:11]2[n:12][n:13]3[c:14]([n:15][cH:16][cH:17][c:18]3-[c:19]3[cH:20][c:21]([O:29][CH2:30][CH:31]4[CH2:32][CH2:33]4)[c:22]([O:25][CH:26]([F:27])[F:28])[cH:23][cH:24]3)[n:34]2)[cH:9][cH:10]1.[CH3:38][OH:39].[ClH:37].[Li+:36].[OH-:35]>>[O:2]=[C:3]([OH:4])[c:5]1[n:6][cH:7][c:8](-[c:11]2[n:12][n:13]3[c:14]([n:15][cH:16][cH:17][c:18]3-[c:19]3[cH:20][c:21]([O:29][CH2:30][CH:31]4[CH2:32][CH2:33]4)[c:22]([O:25][CH:26]([F:27])[F:28])[cH:23][cH:24]3)[n:34]2)[cH:9][cH:10]1. Reactants: O[C@@H](C(=O)OC)CCI (methyl (2R)-2-hydroxy-4-iodobutanoate), N1=C(C=CC=C1C)C (2,6-lutidine), N(N)C(=O)OCC1=CC=CC=C1 (Phenylmethyl hydrazinecarboxylate), triflate anhydride. The solvent is C(Cl)Cl (DCM). Reaction conditions: time 1 hour. Product: ICC[C@@H](C(=O)OC)NNC(=O)OCC1=CC=CC=C1 (phenylmethyl 2-{(1S)-3-iodo-1-[(methyloxy)carbonyl]propyl}hydrazinecarboxylate). Yield: 68.9%. RXN SMILES: O[C@H:2]([CH2:7][CH2:8][I:9])[C:3]([O:5][CH3:6])=[O:4].N1C(C)=CC=CC=1C.[NH:18]([C:20]([O:22][CH2:23][C:24]1[CH:29]=[CH:28][CH:27]=[CH:26][CH:25]=1)=[O:21])[NH2:19]>C(Cl)Cl>[I:9][CH2:8][CH2:7][C@H:2]([NH:19][NH:18][C:20]([O:22][CH2:23][C:24]1[CH:29]=[CH:28][CH:27]=[CH:26][CH:25]=1)=[O:21])[C:3]([O:5][CH3:6])=[O:4]. Reported procedure: To a solution of methyl (2R)-2-hydroxy-4-iodobutanoate (3.35 g, 13.7 mmol) in DCM (100 mL) under N2 at −70° C. was added 2,6-lutidine (5.67 g, 55 mmol), followed by triflate anhydride (4.07 g, 144.4 mmol) dropwise. Stirring continued at the same temperature for 1 hour. Phenylmethyl hydrazinecarboxylate (2.74 g, 16.5 mmol) was added in one portion, and the reaction mixture was allowed to warm up to room temperature and stirred for 24 hours. The reaction mixture was concentrated, and the crude oil...